This data is from the Open Reaction Database (ORD), a public repository of structured organic reaction records. The task is: describe an organic reaction: reactants, conditions, products, and yield Starting materials: O=C([O-])[O-], C=CCBr, CC(=O)Nc1ccccc1-c1ccc2c(c1)Oc1ccccc1C2C1CC2CCC(C1)N2, [K+], [K+], CN(C)C=O. The product is C=CCN1C2CCC1CC(C1c3ccccc3Oc3cc(-c4ccccc4NC(C)=O)ccc31)C2. RXN SMILES: [C:33](=[O:34])([O-:35])[O-:36].[CH2:39]([CH:40]=[CH2:41])[Br:42].[CH:1]12[CH2:2][CH:3]([CH:9]3[c:10]4[cH:11][cH:12][cH:13][cH:14][c:15]4[O:16][c:17]4[cH:18][c:19](-[c:23]5[c:24]([NH:29][C:30]([CH3:31])=[O:32])[cH:25][cH:26][cH:27][cH:28]5)[cH:20][cH:21][c:22]43)[CH2:4][CH:5]([CH2:6][CH2:7]1)[NH:8]2.[K+:37].[K+:38].[O:43]=[CH:44][N:45]([CH3:46])[CH3:47]>>[CH:1]12[CH2:2][CH:3]([CH:9]3[c:10]4[cH:11][cH:12][cH:13][cH:14][c:15]4[O:16][c:17]4[cH:18][c:19](-[c:23]5[c:24]([NH:29][C:30]([CH3:31])=[O:32])[cH:25][cH:26][cH:27][cH:28]5)[cH:20][cH:21][c:22]43)[CH2:4][CH:5]([CH2:6][CH2:7]1)[N:8]2[CH2:41][CH:40]=[CH2:39]. Starting materials: CO, CCOC(=O)C(=NOCC(=O)N(CC)CC)c1csc(N)n1, [Na+], [OH-], O. The product is CCN(CC)C(=O)CON=C(C(=O)O)c1csc(N)n1. As a reaction SMILES: [CH3:26][OH:27].[NH2:1][c:2]1[s:3][cH:4][c:5]([C:7]([C:8](=[O:9])[O:10][CH2:11][CH3:12])=[N:13][O:14][CH2:15][C:16]([N:17]([CH2:18][CH3:19])[CH2:20][CH3:21])=[O:22])[n:6]1.[Na+:25].[OH-:24].[OH2:23]>>[NH2:1][c:2]1[s:3][cH:4][c:5]([C:7]([C:8](=[O:9])[OH:10])=[N:13][O:14][CH2:15][C:16]([N:17]([CH2:18][CH3:19])[CH2:20][CH3:21])=[O:22])[n:6]1. Starting materials: N#N (N2), NC1=CC2=C(C=C3CCC=4C(=C5C(=NC4C3=N2)C(CCC5)=CC5=CC=CC=C5)CCCC)N=C1C#N (2-amino-12-benzylidene-8-n-butyl-3-cyano-6,7,9,10,11,12hexahydrobenzo[b]pyrido[2,3-j][1,10]phenanthroline), N#N (N2), O=[O+][O-] (O3), CSC (dimethyl sulfide). Solvent: CO (CH3OH). Run at temperature -78 celsius. The product is NC1=CC2=C(C=C3CCC=4C(=C5C(=NC4C3=N2)C(CCC5)=O)CCCC)N=C1C#N (2-Amino-8-n-butyl-3-cyano-6,7,10,11tetrahydrobenzo[b]pyrido[2,3-j][1,10]phenanthroline-12(9H)-one). Isolated yield 35.0%. As a reaction SMILES: [NH2:1][C:2]1[C:34]([C:35]#[N:36])=[N:33][C:5]2[CH:6]=[C:7]3[C:16](=[N:17][C:4]=2[CH:3]=1)[C:15]1[N:14]=[C:13]2[C:18](=CC4C=CC=CC=4)[CH2:19][CH2:20][CH2:21][C:12]2=[C:11]([CH2:29][CH2:30][CH2:31][CH3:32])[C:10]=1[CH2:9][CH2:8]3.N#N.[O:39]=[O+][O-].CSC>CO>[NH2:1][C:2]1[C:34]([C:35]#[N:36])=[N:33][C:5]2[CH:6]=[C:7]3[C:16](=[N:17][C:4]=2[CH:3]=1)[C:15]1[N:14]=[C:13]2[C:18](=[O:39])[CH2:19][CH2:20][CH2:21][C:12]2=[C:11]([CH2:29][CH2:30][CH2:31][CH3:32])[C:10]=1[CH2:9][CH2:8]3. Procedure: To a 250 mL round bottomed flask were added 0.305 g (0.147 mmol) of crude 2-amino-12-benzylidene-8-n-butyl-3-cyano-6,7,9,10,11,12hexahydrobenzo[b]pyrido[2,3-j][1,10]phenanthroline, 40 mL of CH2CL2 and 115 mL of CH3OH. The solution was cooled to approximately -78° C. by means of a dry ice/acetone bath and N2 was passed through the solution for 5 min. A stream of O3 was passed through the solution until the color turned from dark orange-brown to dark green-brown. N2 was passed through the solution... The reactants are 22, ClC(=O)C1CN(CC1)C(=O)OCC (ethyl 3-(chlorocarbonyl)-1-pyrrolidinecarboxylate), S1C=CC=C1 (thiophene), O(C(C)C)C(C)C (2,2'-oxybispropane), [H][H] (hydrogen). Reagents/catalysts: [Pd] (palladium-on-charcoal). Run in CO (methanol), CN(C(C)=O)C (N,N-dimethylacetamide). Product: 17, C(=O)C1CN(CC1)C(=O)OCC (ethyl 3-formyl-1-pyrrolidinecarboxylate). Isolated yield 93.0%. Reaction SMILES: Cl[C:2]([CH:4]1[CH2:8][CH2:7][N:6]([C:9]([O:11][CH2:12][CH3:13])=[O:10])[CH2:5]1)=[O:3].S1C=CC=C1.O(C(C)C)C(C)C.[H][H]>CO.[Pd].CN(C)C(=O)C>[CH:2]([CH:4]1[CH2:8][CH2:7][N:6]([C:9]([O:11][CH2:12][CH3:13])=[O:10])[CH2:5]1)=[O:3]. Procedure details: A mixture of 22 parts of ethyl 3-(chlorocarbonyl)-1-pyrrolidinecarboxylate, 36 parts of N,N-dimethylacetamide, 3 parts of a thiophene solution 4% in methanol and 210 parts of 2,2'-oxybispropane was hydrogenated at normal pressure and at room temperature with 3 parts of palladium-on-charcoal catalyst 10%. After the calculated amount of hydrogen was taken up, the catalyst was filtered off and the filtrate was evaporated, yielding 17 parts (93%) of ethyl 3-formyl-1-pyrrolidinecarboxylate as a resid... Starting materials: CCOC(=O)c1ccc(-n2c(C)nc3cnccc32)nc1, CCO, [Na+], [OH-]. Product: Cc1nc2cnccc2n1-c1ccc(C(=O)O)cn1. Reaction SMILES: [CH2:1]([CH3:2])[O:3][C:4](=[O:5])[c:6]1[cH:7][cH:8][c:9](-[n:12]2[c:13]([CH3:21])[n:14][c:15]3[cH:16][n:17][cH:18][cH:19][c:20]23)[n:10][cH:11]1.[CH3:24][CH2:25][OH:26].[Na+:23].[OH-:22]>>[O:3]=[C:4]([OH:5])[c:6]1[cH:7][cH:8][c:9](-[n:12]2[c:13]([CH3:21])[n:14][c:15]3[cH:16][n:17][cH:18][cH:19][c:20]23)[n:10][cH:11]1.